The task is: describe an organic reaction: reactants, conditions, products, and yield. This data is from the Open Reaction Database (ORD), a public repository of structured organic reaction records. Reactants: CNC, CC(=O)O, COc1ccc(C(=O)CC(C)C)c(Cl)c1Cl, Cl, CN(C)C=O, O. The product is C=C(C(=O)c1ccc(OC)c(Cl)c1Cl)C(C)C. Reaction SMILES: [CH3:18][NH:19][CH3:20].[CH3:21][C:22](=[O:23])[OH:24].[Cl:1][c:2]1[c:3]([C:11]([CH2:12][CH:13]([CH3:14])[CH3:15])=[O:16])[cH:4][cH:5][c:6]([O:9][CH3:10])[c:7]1[Cl:8].[ClH:17].[O:25]=[CH:26][N:27]([CH3:28])[CH3:29].[OH2:30]>>[Cl:1][c:2]1[c:3]([C:11]([C:12]([CH:13]([CH3:14])[CH3:15])=[CH2:18])=[O:16])[cH:4][cH:5][c:6]([O:9][CH3:10])[c:7]1[Cl:8]. Starting materials: C(=O)(C(F)(F)F)O (TFA), C(C)(C)(C)OC(NCCCN(C(C1=CC=C(C=C1)C)=O)C(C(C)C)C1=NC2=CC(=CC=C2C(N1CC1=CC=CC=C1)=O)Cl)=O ({3-[[1-(3-benzyl-7-chloro-4-oxo-3,4-dihydro-quinazolin-2-yl)-2-methyl-propyl]-(4-methyl-benzoyl)-amino]-propyl}-carbamic acid tert-butyl ester), Formula 304, [OH-].[Na+] (sodium hydroxide). The solvent is C(Cl)Cl (DCM). Conditions: time 6 hour. Yields the product NCCCN(C(C1=CC=C(C=C1)C)=O)[C@H](C(C)C)C1=NC2=CC(=CC=C2C(N1CC1=CC=CC=C1)=O)Cl ((R)-N-(3-amino-propyl)-N-[1-(3-benzyl-7-chloro-4-oxo-3,4-dihydro-quinazolin-2-yl)-2-methyl-propyl]-4-methyl-benzamide), (R)-N-(3-amino-propyl)-N-[1-(3-benzyl-7-chloro-4-oxo-3,4-dihydro-quinalolin-2-yl)-2-methyl-propyl]-4-methyl-benzamide. The yield is 97.0%. RXN SMILES: C(OC(=O)[NH:7][CH2:8][CH2:9][CH2:10][N:11]([CH:21]([C:25]1[N:34]([CH2:35][C:36]2[CH:41]=[CH:40][CH:39]=[CH:38][CH:37]=2)[C:33](=[O:42])[C:32]2[C:27](=[CH:28][C:29]([Cl:43])=[CH:30][CH:31]=2)[N:26]=1)[CH:22]([CH3:24])[CH3:23])[C:12](=[O:20])[C:13]1[CH:18]=[CH:17][C:16]([CH3:19])=[CH:15][CH:14]=1)(C)(C)C.C(O)(C(F)(F)F)=O.[OH-].[Na+]>C(Cl)Cl>[NH2:7][CH2:8][CH2:9][CH2:10][N:11]([C@@H:21]([C:25]1[N:34]([CH2:35][C:36]2[CH:37]=[CH:38][CH:39]=[CH:40][CH:41]=2)[C:33](=[O:42])[C:32]2[C:27](=[CH:28][C:29]([Cl:43])=[CH:30][CH:31]=2)[N:26]=1)[CH:22]([CH3:23])[CH3:24])[C:12](=[O:20])[C:13]1[CH:14]=[CH:15][C:16]([CH3:19])=[CH:17][CH:18]=1 |f:2.3|. Procedure: A dry 3-necked, round bottomed flask, equipped with a magnetic stirrer, nitrogen inlet and cold bath was charged with 400.0 g of {3-[[1-(3-benzyl-7-chloro-4-oxo-3,4-dihydro-quinazolin-2-yl)-2-methyl-propyl]-(4-methyl-benzoyl)-amino]-propyl}-carbamic acid tert-butyl ester (the compound of Formula 304 prepared, e.g., as described in Example 1.8 or 3.3) and 1500 g of TFA (20 eq) premixed in DCM (6000 g). The mixture was stirred at room temperature for about 6 hours at which time the reaction was de... Starting materials: CP(O)(O)=O (methylphosphonic acid), N1=C(N)N=C(N)N=C1N (melamine). The solvent is O (water), O (water). Run at time 2 hour. The product is 64, N1=C(N)N=C(N)N=C1N.CP(O)(O)=O (methylphosphonic acid melamine salt). As a reaction SMILES: [CH3:1][P:2](=[O:5])([OH:4])[OH:3].[N:6]1[C:13]([NH2:14])=[N:12][C:10]([NH2:11])=[N:9][C:7]=1[NH2:8]>O>[N:6]1[C:13]([NH2:14])=[N:12][C:10]([NH2:11])=[N:9][C:7]=1[NH2:8].[CH3:1][P:2](=[O:3])([OH:5])[OH:4] |f:3.4|. Procedure details: A solution of methylphosphonic acid (28.8 parts, 0.3 mol) in water (50 milliliters) is added dropwise to a suspension of melamine (37.8 parts, 0.3 mol) in water (500 milliliters) at refluxing temperatures over 30 mins. A clear solution is formed. Heating is continued for a further 2 hours and the reaction mixture is evaporated to dryness under reduced pressure. The solid product is collected, washed with methanol and dried at 80° C. under vacuum to give 64 parts of methylphosphonic acid melamine... Starting materials: ClC1=CC=C(OC2=CC=C(CN3CCC(CC3)C=3C=C(C=CC3)NC(C(C)C)=O)C=C2)C=C1 (N-(3-{1-[4-(4CHLOROPHENOXY)BENZYL]-4-PIPERIDINYL}PHENYL)-2-METHYLPROPANAMIDE), C1(=CC=CC=C1)N1C(=C(C2=CC=CC=C12)CCCN1CCC(CC1)C=1C=C(C=CC1)NC(C(C)C)=O)C1=CC=CC=C1 (N-(3-{1-[3-(1,2-diphenyl-1H-indol-3-yl)propyl]-4-piperidinyl}phenyl)-2-methylpropanamide), C(C)N1C2=CC=CC=C2C=2C=C(C=CC12)C=O (9-ethyl-9H-carbazole-3-carbaldehyde), CC(C(=O)NC1=CC=C(C=C1)C1CCNCC1)C (2-methyl-N-[4-(4-piperidinyl)phenyl]propanamide). Yields the product C(C)N1C2=CC=CC=C2C=2C=C(C=CC12)CN1CCC(CC1)C1=CC=C(C=C1)NC(C(C)C)=O (N-(4-{1-[(9-ethyl-9H-carbazol-3-yl)methyl]-4-piperidinyl}phenyl)-2-methylpropanamide). RXN SMILES: ClC1C=CC(OC2C=CC(CN3CCC([C:18]4[CH:19]=[C:20]([NH:24][C:25](=[O:29])[CH:26]([CH3:28])[CH3:27])[CH:21]=[CH:22][CH:23]=4)CC3)=CC=2)=CC=1.[C:34]1([N:40]2[C:48]3[C:43](=[CH:44][CH:45]=[CH:46][CH:47]=3)[C:42]([CH2:49][CH2:50][CH2:51][N:52]3[CH2:57][CH2:56][CH:55](C4C=C(NC(=O)C(C)C)C=CC=4)[CH2:54][CH2:53]3)=[C:41]2[C:70]2C=CC=C[CH:71]=2)[CH:39]=CC=CC=1.C(N1C2C=CC(C=O)=CC=2C2C1=CC=CC=2)C.CC(C)C(NC1C=CC(C2CCNCC2)=CC=1)=O>>[CH2:34]([N:40]1[C:41]2[CH:70]=[CH:71][C:50]([CH2:51][N:52]3[CH2:53][CH2:54][CH:55]([C:23]4[CH:22]=[CH:21][C:20]([NH:24][C:25](=[O:29])[CH:26]([CH3:27])[CH3:28])=[CH:19][CH:18]=4)[CH2:56][CH2:57]3)=[CH:49][C:42]=2[C:43]2[C:48]1=[CH:47][CH:46]=[CH:45][CH:44]=2)[CH3:39]. Procedure: According to the procedure used for the synthesis of N-(3-{1-[4-(4CHLOROPHENOXY)BENZYL]-4-PIPERIDINYL}PHENYL)-2-METHYLPROPANAMIDE (Example 108) N-(3-{1-[3-(1,2-diphenyl-1H-indol-3-yl)propyl]-4-piperidinyl}phenyl)-2-methylpropanamide, 9-ethyl-9H-carbazole-3-carbaldehyde (22.3 mg, 0.100 mmol) and 2-methyl-N-[4-(4-piperidinyl)phenyl]propanamide (24.6 mg, 0.100 mmol) provided N-(4-{1-[(9-ethyl-9H-carbazol-3-yl)methyl]-4-piperidinyl}phenyl)-2-methylpropanamide. The product was obtained as a white cry... Reactants: C(C)(C)(C)OC(NC1=C(C=C(C(=C1)C(F)(F)F)Cl)N)=O ((2-amino-4-chloro-5-trifluoromethyl-phenyl)-carbamic acid tert-butyl ester), C(C)(C)(C)OC(CC(C1=CC(=CC=C1)C1=NC=CC=C1)=O)=O (3-oxo-3-(3-pyridin-2-yl-phenyl)-propionic acid tert-butyl ester). The product is C(C)(C)(C)OC(NC1=C(C=C(C(=C1)C(F)(F)F)Cl)NC(CC(C1=CC(=CC=C1)C1=NC=CC=C1)=O)=O)=O ({4-Chloro-2-[3-oxo-3-(3-pyridin-2-yl-phenyl)-propionylamino]-5-trifluoromethyl-phenyl}-carbamic acid tert-butyl ester), oil. Yield: 39.0%. Reaction SMILES: [C:1]([O:5][C:6](=[O:20])[NH:7][C:8]1[CH:13]=[C:12]([C:14]([F:17])([F:16])[F:15])[C:11]([Cl:18])=[CH:10][C:9]=1[NH2:19])([CH3:4])([CH3:3])[CH3:2].C([O:25][C:26](=O)[CH2:27][C:28](=[O:41])[C:29]1[CH:34]=[CH:33][CH:32]=[C:31]([C:35]2[CH:40]=[CH:39][CH:38]=[CH:37][N:36]=2)[CH:30]=1)(C)(C)C>>[C:1]([O:5][C:6](=[O:20])[NH:7][C:8]1[CH:13]=[C:12]([C:14]([F:17])([F:16])[F:15])[C:11]([Cl:18])=[CH:10][C:9]=1[NH:19][C:26](=[O:25])[CH2:27][C:28](=[O:41])[C:29]1[CH:34]=[CH:33][CH:32]=[C:31]([C:35]2[CH:40]=[CH:39][CH:38]=[CH:37][N:36]=2)[CH:30]=1)([CH3:4])([CH3:2])[CH3:3]. Procedure details: The title compound was prepared from (2-amino-4-chloro-5-trifluoromethyl-phenyl)-carbamic acid tert-butyl ester (Example J24) (466 mg, 1.5 mmol) and 3-oxo-3-(3-pyridin-2-yl-phenyl)-propionic acid tert-butyl ester (Example K3) (446 mg, 1.5 mmol) according to the general procedure M. Obtained as an orange oil (310 mg, 39%).